This data is from the Open Reaction Database (ORD), a public repository of structured organic reaction records. The task is: describe an organic reaction: reactants, conditions, products, and yield Starting materials: Fc1cc(-c2ccc(Cl)cc2)c(-c2ccccc2Cl)cn1, NN, c1ccncc1. Yields the product NNc1cc(-c2ccc(Cl)cc2)c(-c2ccccc2Cl)cn1. As a reaction SMILES: [Cl:1][c:2]1[c:3](-[c:8]2[c:9](-[c:15]3[cH:16][cH:17][c:18]([Cl:21])[cH:19][cH:20]3)[cH:10][c:11]([F:14])[n:12][cH:13]2)[cH:4][cH:5][cH:6][cH:7]1.[NH2:22][NH2:23].[cH:24]1[cH:25][cH:26][n:27][cH:28][cH:29]1>>[Cl:1][c:2]1[c:3](-[c:8]2[c:9](-[c:15]3[cH:16][cH:17][c:18]([Cl:21])[cH:19][cH:20]3)[cH:10][c:11]([NH:22][NH2:23])[n:12][cH:13]2)[cH:4][cH:5][cH:6][cH:7]1. The reactants are COC(=O)c1ccc(CNC(=O)c2cc(F)cnc2Oc2ccc(F)cc2)cc1, COC(=O)c1ccc(CN)c(C)c1. The product is COC(=O)c1ccc(CNC(=O)c2cc(F)cnc2Oc2ccc(F)cc2)c(C)c1. As a reaction SMILES: [F:1][c:2]1[cH:3][c:4]([C:16](=[O:17])[NH:18][CH2:19][c:20]2[cH:21][cH:22][c:23]([C:24](=[O:25])[O:26][CH3:27])[cH:28][cH:29]2)[c:5]([O:8][c:9]2[cH:10][cH:11][c:12]([F:15])[cH:13][cH:14]2)[n:6][cH:7]1.[NH2:30][CH2:31][c:32]1[cH:33][cH:34][c:35]([C:36]([O:37][CH3:38])=[O:39])[cH:40][c:41]1[CH3:42]>>[F:1][c:2]1[cH:3][c:4]([C:16](=[O:17])[NH:18][CH2:19][c:20]2[cH:21][cH:22][c:23]([C:24](=[O:25])[O:26][CH3:27])[cH:28][c:29]2[CH3:31])[c:5]([O:8][c:9]2[cH:10][cH:11][c:12]([F:15])[cH:13][cH:14]2)[n:6][cH:7]1. Reactants: O=CC=C1C(N2C(CC2O1)=O)C(=O)OCC1=CC=CC=C1 (benzyl 3-oxoethylidene-7-oxo4-oxa-1-azabicyclo[3.2.0] heptane-2-carboxylate), O=CC=C1C(N2C(CC2O1)=O)C(=O)OCC1=CC=CC=C1 (benzyl 3-oxoethylidene-7-oxo4-oxa-1-azabicyclo[3.2.0] heptane-2-carboxylate). Solvent: C(Cl)(Cl)Cl (chloroform). Conditions: time 3 day. Product: O=CC=C1C(N2C(CC2O1)=O)C(=O)OC (Methyl 3-oxoethylidene-7-oxo4oxa-1-azabicyclo[3.2.0]heptane-2-carboxylate). As a reaction SMILES: [O:1]=[CH:2][CH:3]=[C:4]1[O:10][CH:9]2[N:6]([C:7](=[O:11])[CH2:8]2)[CH:5]1[C:12]([O:14][CH2:15]C1C=CC=CC=1)=[O:13]>C(Cl)(Cl)Cl>[O:1]=[CH:2][CH:3]=[C:4]1[O:10][CH:9]2[N:6]([C:7](=[O:11])[CH2:8]2)[CH:5]1[C:12]([O:14][CH3:15])=[O:13]. Procedure: Racemisation of benzyl 3-oxoethylidene-7-oxo4-oxa-1-azabicyclo[3.2.0] heptane-2-carboxylate (II):- A solution of the title compound (II) as a mixture of geometrical isomers E-Z (2:1) (162 mg, 0.56mmol) in chloroform (8 ml) was allowed to stand at ambient temperature away from strong light for three days. The solution was evaporated to dryness, chromatographed over silica gel in ethyl acetate-hexane (1:1), and, on evaporation, gave the title compound in the ratio of geometric isomers E-Z (1.7:1) ... Reactants: FC(C(=O)O)(F)F.C(C)OC(N(NC([C@H]1N(CCC1)C([C@@H](N)C)=O)=O)C)=O (alanylprolyl-2-azaalanine ethyl ester trifluoroacetic acid salt), CN1CCOCC1 (N-methylmorpholine), C(=O)(OCC1=CC=CC=C1)N[C@@H](C)C(=O)O (carbobenzyloxyalanine), CN1CCOCC1 (N-methylmorpholine), C(C(C)C)OC(=O)Cl (isobutyl-chloroformate). Run in C(Cl)(Cl)Cl (chloroform), O1CCCC1 (tetrahydrofuran). Reaction conditions: time 10 minute. Yields the product C(C)OC(N(NC([C@H]1N(CCC1)C([C@@H](NC([C@@H](NC(=O)OCC1=CC=CC=C1)C)=O)C)=O)=O)C)=O (carbobenzyloxyalanylalanylprolyl-2-azaalanine ethyl ester). As a reaction SMILES: [C:1]([NH:11][C@H:12]([C:14]([OH:16])=O)[CH3:13])([O:3][CH2:4][C:5]1[CH:10]=[CH:9][CH:8]=[CH:7][CH:6]=1)=[O:2].CN1CCOCC1.C(OC(Cl)=O)C(C)C.FC(F)(F)C(O)=O.[CH2:39]([O:41][C:42](=[O:58])[N:43]([CH3:57])[NH:44][C:45](=[O:56])[C@@H:46]1[CH2:50][CH2:49][CH2:48][N:47]1[C:51](=[O:55])[C@H:52]([CH3:54])[NH2:53])[CH3:40]>O1CCCC1.C(Cl)(Cl)Cl>[CH2:39]([O:41][C:42](=[O:58])[N:43]([CH3:57])[NH:44][C:45](=[O:56])[C@@H:46]1[CH2:50][CH2:49][CH2:48][N:47]1[C:51](=[O:55])[C@H:52]([CH3:54])[NH:53][C:14](=[O:16])[C@H:12]([CH3:13])[NH:11][C:1]([O:3][CH2:4][C:5]1[CH:6]=[CH:7][CH:8]=[CH:9][CH:10]=1)=[O:2])[CH3:40] |f:3.4|. Procedure details: To a solution of 0.005 mole of carbobenzyloxyalanine in 100 ml of dry tetrahydrofuran which has been cooled to -20° to -30° is added 1 ml of N-methylmorpholine and then 1 ml of isobutyl-chloroformate. After stirring for 10 minutes there is added 0.005 mole of alanylprolyl-2-azaalanine ethyl ester trifluoroacetic acid salt, 60 ml of chloroform and 1 ml of N-methylmorpholine. The reaction mixture is stirred overnight at room temperature, concentrated in vacuo, the residue treated with ethylacetate...